This data is from the Open Reaction Database (ORD), a public repository of structured organic reaction records. The task is: describe an organic reaction: reactants, conditions, products, and yield Reactants: CC(C)(C)OC(=O)CBr, O=C([O-])[O-], CC1(C)OB(c2cn[nH]c2)OC1(C)C, CC#N, [Cs+], [Cs+]. Yields the product CC(C)(C)OC(=O)Cn1cc(B2OC(C)(C)C(C)(C)O2)cn1. As a reaction SMILES: [Br:15][CH2:16][C:17](=[O:18])[O:19][C:20]([CH3:21])([CH3:22])[CH3:23].[C:24](=[O:25])([O-:26])[O-:27].[CH3:1][C:2]1([CH3:14])[O:3][B:4]([c:9]2[cH:10][n:11][nH:12][cH:13]2)[O:5][C:6]1([CH3:7])[CH3:8].[CH3:30][C:31]#[N:32].[Cs+:28].[Cs+:29]>>[CH3:1][C:2]1([CH3:14])[O:3][B:4]([c:9]2[cH:10][n:11]([CH2:16][C:17](=[O:18])[O:19][C:20]([CH3:21])([CH3:22])[CH3:23])[n:12][cH:13]2)[O:5][C:6]1([CH3:7])[CH3:8]. Starting materials: O(C1=CC=CC=C1)C1=CC=C(C=C1)OC(=O)N1CCC(CC1)O (4-Hydroxy-1-piperidinecarboxylic acid 4-phenoxyphenyl ester), N1=CC=CC=C1 (pyridine), ClC(=O)OC1=CC=C(C=C1)[N+](=O)[O-] (4-nitrophenyl chloroformate). Run in C(Cl)Cl (methylene chloride), C(Cl)Cl (methylene chloride). Reaction conditions: time 2 hour. Yields the product O(C1=CC=CC=C1)C1=CC=C(C=C1)OC(=O)N1CCC(CC1)OC(=O)OC1=CC=C(C=C1)[N+](=O)[O-] (4-(4-Nitro-phenoxycarbonyloxy)-piperidine-1-carboxylic acid 4-phenoxyphenyl ester). The yield is 97.4%. Reaction SMILES: [O:1]([C:8]1[CH:13]=[CH:12][C:11]([O:14][C:15]([N:17]2[CH2:22][CH2:21][CH:20]([OH:23])[CH2:19][CH2:18]2)=[O:16])=[CH:10][CH:9]=1)[C:2]1[CH:7]=[CH:6][CH:5]=[CH:4][CH:3]=1.N1C=CC=CC=1.Cl[C:31]([O:33][C:34]1[CH:39]=[CH:38][C:37]([N+:40]([O-:42])=[O:41])=[CH:36][CH:35]=1)=[O:32]>C(Cl)Cl>[O:1]([C:8]1[CH:9]=[CH:10][C:11]([O:14][C:15]([N:17]2[CH2:18][CH2:19][CH:20]([O:23][C:31]([O:33][C:34]3[CH:35]=[CH:36][C:37]([N+:40]([O-:42])=[O:41])=[CH:38][CH:39]=3)=[O:32])[CH2:21][CH2:22]2)=[O:16])=[CH:12][CH:13]=1)[C:2]1[CH:3]=[CH:4][CH:5]=[CH:6][CH:7]=1. Reported procedure: A solution of the alcohol (25 g, 80 mmol) produced in Example 2 and pyridine (6.4 mL, 80 mmol) in 300 mL of methylene chloride was added under nitrogen dropwise over one hour to a solution of 4-nitrophenyl chloroformate (16.1 g, 80 mmol) in 200 mL of methylene chloride at ice bath temperature. The reaction was stirred at ice bath temperature for two hours and then overnight at room temperature. The reaction was extracted one time with 1N HCl, two times with saturated Na2CO3, dried (MgSO4) and th... Reactants: COc1ccccc1-c1ccc2cnc(S(C)(=O)=O)nn12, CN1CCCC1=O, CCOC(C)=O, CO, ClCCl, N#C[K]. Yields the product COc1ccccc1-c1ccc2cnc(C#N)nn12. As a reaction SMILES: [CH3:1][S:2](=[O:3])(=[O:4])[c:5]1[n:6][n:7]2[c:8]([cH:9][n:10]1)[cH:11][cH:12][c:13]2-[c:14]1[c:15]([O:20][CH3:21])[cH:16][cH:17][cH:18][cH:19]1.[CH3:25][N:26]1[CH2:27][CH2:28][CH2:29][C:30]1=[O:31].[CH3:32][CH2:33][O:34][C:35]([CH3:36])=[O:37].[CH3:38][OH:39].[Cl:40][CH2:41][Cl:42].[K:22][C:23]#[N:24]>>[c:5]1([C:23]#[N:24])[n:6][n:7]2[c:8]([cH:9][n:10]1)[cH:11][cH:12][c:13]2-[c:14]1[c:15]([O:20][CH3:21])[cH:16][cH:17][cH:18][cH:19]1. The reactants are O=C(Cl)c1ccccc1, O=C(NCCC(O)C(=O)O)OCc1ccccc1, C1CCOC1, CN(C)c1ccncc1, c1ccncc1. The product is O=C(NCCC(OC(=O)c1ccccc1)C(=O)O)OCc1ccccc1. RXN SMILES: [C:25]([c:26]1[cH:27][cH:28][cH:29][cH:30][cH:31]1)(=[O:32])[Cl:33].[CH2:1]([c:2]1[cH:3][cH:4][cH:5][cH:6][cH:7]1)[O:8][C:9](=[O:10])[NH:11][CH2:12][CH2:13][CH:14]([C:15](=[O:16])[OH:17])[OH:18].[CH2:34]1[O:35][CH2:36][CH2:37][CH2:38]1.[CH3:39][N:40]([c:41]1[cH:42][cH:43][n:44][cH:45][cH:46]1)[CH3:47].[cH:19]1[cH:20][cH:21][n:22][cH:23][cH:24]1>>[CH2:1]([c:2]1[cH:3][cH:4][cH:5][cH:6][cH:7]1)[O:8][C:9](=[O:10])[NH:11][CH2:12][CH2:13][CH:14]([C:15](=[O:16])[OH:17])[O:18][C:25]([c:26]1[cH:27][cH:28][cH:29][cH:30][cH:31]1)=[O:32]. Reactants: BrC(C(=O)O)CC1=CC=C(C=C1)OCC1=CC=C(C=C1)Cl (2-bromo-3-[4-(4-chlorobenzyloxy)phenyl]propionic acid), NC(=S)N (thiourea), O (water), O (water). Run in CS(=O)C (dimethylsulfoxide). Run at temperature 110 celsius. Product: ClC1=CC=C(COC2=CC=C(CC3C(NC(S3)=O)=O)C=C2)C=C1 (5-[4-(4-chlorobenzyloxy)benzyl]thiazolidine-2,4-dione). RXN SMILES: Br[CH:2]([CH2:6][C:7]1[CH:12]=[CH:11][C:10]([O:13][CH2:14][C:15]2[CH:20]=[CH:19][C:18]([Cl:21])=[CH:17][CH:16]=2)=[CH:9][CH:8]=1)[C:3]([OH:5])=O.[NH2:22][C:23](N)=[S:24].[OH2:26]>CS(C)=O>[Cl:21][C:18]1[CH:19]=[CH:20][C:15]([CH2:14][O:13][C:10]2[CH:11]=[CH:12][C:7]([CH2:6][CH:2]3[S:24][C:23](=[O:26])[NH:22][C:3]3=[O:5])=[CH:8][CH:9]=2)=[CH:16][CH:17]=1. Reported procedure: In 2 ml of dimethylsulfoxide are dissolved 200 mg of 2-bromo-3-[4-(4-chlorobenzyloxy)phenyl]propionic acid and 100 mg of thiourea and the solution is heated at 110° C. for 3 hours. Then, after 0.5 ml of water is added, the solution is further heated for 5 hours. Then, 10 ml of water is added and the resulting crystals are recovered by filtration and recrystallized from benzene-n-hexane (1:1). By the above procedure is obtained 170 mg of 5-[4-(4-chlorobenzyloxy)benzyl]thiazolidine-2,4-dione.